From a dataset of the Open Reaction Database (ORD), a public repository of structured organic reaction records. describe an organic reaction: reactants, conditions, products, and yield Starting materials: Cc1ccccc1, CN1CCCC1=O, [Cl-], [Cl-], [Cl-], N#Cc1ccc(Cl)cc1, Cl[Mg]c1ccccc1, [NH4+], C1CCOC1, [Zn+2]. Product: N#Cc1ccc(-c2ccccc2)cc1. RXN SMILES: [CH3:28][c:29]1[cH:30][cH:31][cH:32][cH:33][cH:34]1.[CH3:35][N:36]1[CH2:37][CH2:38][CH2:39][C:40]1=[O:41].[Cl-:23].[Cl-:25].[Cl-:27].[Cl:14][c:15]1[cH:16][cH:17][c:18]([C:19]#[N:20])[cH:21][cH:22]1.[Cl:6][Mg:7][c:8]1[cH:9][cH:10][cH:11][cH:12][cH:13]1.[NH4+:24].[O:1]1[CH2:2][CH2:3][CH2:4][CH2:5]1.[Zn+2:26]>>[c:8]1(-[c:15]2[cH:16][cH:17][c:18]([C:19]#[N:20])[cH:21][cH:22]2)[cH:9][cH:10][cH:11][cH:12][cH:13]1. Starting materials: C(=O)(O)[O-].[Na+] (NaHCO3), C(C1=CC=CC=C1)OC1=CC=C(C=C1)C(C(CCC(=O)C1=CC=C(C=C1)OC)C1=CC=C(C=C1)OC)=O (1-(4-benzyloxyphenyl)-2,5-bis(4-methoxyphenyl)pentan-1,5-dione), Cl.NO (hydroxylamine hydrochloride), OS(=O)(=O)O (H2SO4). Run in C(CCC)O (1-butanol). Yields the product C(C1=CC=CC=C1)OC1=CC=C(C=C1)C1=NC(=CC=C1C1=CC=C(C=C1)OC)C1=CC=C(C=C1)OC (2-(4-Benzyloxyphenyl)-3,6-bis(4-methoxyphenyl)pyridine). The yield is 37.5%. RXN SMILES: [CH2:1]([O:8][C:9]1[CH:14]=[CH:13][C:12]([C:15](=O)[CH:16]([C:29]2[CH:34]=[CH:33][C:32]([O:35][CH3:36])=[CH:31][CH:30]=2)[CH2:17][CH2:18][C:19]([C:21]2[CH:26]=[CH:25][C:24]([O:27][CH3:28])=[CH:23][CH:22]=2)=O)=[CH:11][CH:10]=1)[C:2]1[CH:7]=[CH:6][CH:5]=[CH:4][CH:3]=1.Cl.[NH2:39]O.OS(O)(=O)=O.C([O-])(O)=O.[Na+]>C(O)CCC>[CH2:1]([O:8][C:9]1[CH:14]=[CH:13][C:12]([C:15]2[C:16]([C:29]3[CH:34]=[CH:33][C:32]([O:35][CH3:36])=[CH:31][CH:30]=3)=[CH:17][CH:18]=[C:19]([C:21]3[CH:26]=[CH:25][C:24]([O:27][CH3:28])=[CH:23][CH:22]=3)[N:39]=2)=[CH:11][CH:10]=1)[C:2]1[CH:7]=[CH:6][CH:5]=[CH:4][CH:3]=1 |f:1.2,4.5|. Procedure details: The 1-(4-benzyloxyphenyl)-2,5-bis(4-methoxyphenyl)pentan-1,5-dione (9 g, 18 mmol), hydroxylamine hydrochloride (1.8 g, 26 mmol), and 0.8 mL concd H2SO4 were stirred in 250 mL of 1-butanol at 95°-100° C. for 18 h. The reaction mixture was neutralized with solid NaHCO3, worked up, purified, and recrystallised (EtOAC/ hexane) to give 3.2 g (37% yield) of white solid: mp 99°-102° C.; 1H NMR (CDCl3) d 3.82 (s, 3H, OCH3), 3.87 (s, 3H, OCH3), 5.06 (s, 2H, OCH2Ar), 6.83-6.89 (m, 4H, ArH), 6.99-7.02 (d, ... Reactants: C(C)OC([C@@H](CC(CC)C)N1C(C=C(C1)OC1=C(C=CC=C1)Cl)=O)=O ((R)-2-[4-(2-chloro-phenoxy)-2-oxo-2,5-dihydro-pyrrol-1-yl]-4-methyl-hexanoic acid ethyl ester), [OH-].[Li+] (lithium hydroxide). Run in O1CCCC1 (tetrahydrofuran). Run at temperature 5 celsius, time 2 hour. Product: ClC1=C(OC2=CC(N(C2)[C@@H](C(=O)O)CC(CC)C)=O)C=CC=C1 ((R)-2-[4-(2-chloro-phenoxy)-2-oxo-2,5-dihydro-pyrrol-1-yl]-4-methyl-hexanoic acid). The yield is 97.8%. As a reaction SMILES: C([O:3][C:4](=[O:25])[C@H:5]([N:11]1[CH2:15][C:14]([O:16][C:17]2[CH:22]=[CH:21][CH:20]=[CH:19][C:18]=2[Cl:23])=[CH:13][C:12]1=[O:24])[CH2:6][CH:7]([CH3:10])[CH2:8][CH3:9])C.[OH-].[Li+]>O1CCCC1>[Cl:23][C:18]1[CH:19]=[CH:20][CH:21]=[CH:22][C:17]=1[O:16][C:14]1[CH2:15][N:11]([C@H:5]([CH2:6][CH:7]([CH3:10])[CH2:8][CH3:9])[C:4]([OH:25])=[O:3])[C:12](=[O:24])[CH:13]=1 |f:1.2|. Procedure: A solution of (R)-2-[4-(2-chloro-phenoxy)-2-oxo-2,5-dihydro-pyrrol-1-yl]-4-methyl-hexanoic acid ethyl ester (1.25 g, 3.42 mmol) in tetrahydrofuran (14 mL) was treated with a 0.5N lithium hydroxide solution (4 mL) and stirred at 5° C. for 2 h. The mixture was concentrated in vacuo and the residue was dissolved in water (40 mL) and washed with diethyl ether. The organic phase was discarded and the aqueous layer acidified with 1N aqueous hydrochloric acid (10 mL) and extracted with ethyl acetate. T... Starting materials: [Li].C[Si](C)(C)[N-][Si](C)(C)C (lithium bis(trimethylsilyl)amide), FC1=C(C#N)C=CC=C1 (2-fluorobenzonitrile), Cl (HCl). Run in CCOCC (ether), C(C)O (ethanol). Conditions: time 4 hour. Yields the product Cl.FC1=C(C(=N)N)C=CC=C1 (2-Fluorobenzamidine hydrochloride salt). The yield is 75.0%. RXN SMILES: [Li].C[Si]([N-:6][Si](C)(C)C)(C)C.[F:11][C:12]1[CH:19]=[CH:18][CH:17]=[CH:16][C:13]=1[C:14]#[N:15].[ClH:20]>CCOCC.C(O)C>[ClH:20].[F:11][C:12]1[CH:19]=[CH:18][CH:17]=[CH:16][C:13]=1[C:14]([NH2:6])=[NH:15] |f:0.1,6.7,^1:0|. Reported procedure: To a solution of lithium-bis(trimethylsilyl)amide (10 g, 59.8 mmol) in ether (200 ml) in a flame-dried flask, was added 2-fluorobenzonitrile (7.26 g, 59.8 mmol) dropwise over 45 min. at r.t. The mixture was stirred for a further 4 h. at r.t. then cooled to −10° C. and 6N HCl in ethanol (40 ml) added dropwise over 30 min. (exothermic). After allowing the reaction mixture to warm to r.t. overnight the precipitate was filtered and washed with ether then dried under high vacuum at 40° C. overnight. ... Reactants: compound, Cl.N1=CC(=CC=C1)NN (3-pyridylhydrazine hydrochloride), ClC=1C=C(C=CC1F)N1N=C(C=C1C1=CC(=CC(=C1)OC(F)(F)F)F)C(=O)O (1-(3-chloro-4-fluorophenyl)-5-(3-fluoro-5-trifluoromethoxyphenyl)-1H-pyrazole-3-carboxylic acid). Yields the product FC=1C=C(C=C(C1)OC(F)F)C1=CC(=NN1C=1C=NC=CC1)C(=O)O (5-(3-fluoro-5-difluoromethoxyphenyl)-1-(pyridine-3-yl)-1H-pyrazole-3-carboxylic acid). Reaction SMILES: Cl.[N:2]1[CH:7]=[CH:6][CH:5]=[C:4]([NH:8][NH2:9])[CH:3]=1.ClC1C=C(N2[C:22]([C:23]3[CH:28]=[C:27]([O:29][C:30](F)([F:32])[F:31])[CH:26]=[C:25]([F:34])[CH:24]=3)=[CH:21][C:20]([C:35]([OH:37])=[O:36])=N2)C=CC=1F>>[F:34][C:25]1[CH:24]=[C:23]([C:22]2[N:8]([C:4]3[CH:3]=[N:2][CH:7]=[CH:6][CH:5]=3)[N:9]=[C:20]([C:35]([OH:37])=[O:36])[CH:21]=2)[CH:28]=[C:27]([O:29][CH:30]([F:32])[F:31])[CH:26]=1 |f:0.1|. Procedure details: 590 mg (1.01 mmol) of the compound from example 4A is reacted with 161 mg (1.11 mmol) 3-pyridylhydrazine hydrochloride in a manner analogous to the synthesis of the compound from example 8A. Following hydrolysis, 150 mg (43% of theoretical yield) of the title compound is produced. The reactants are NC1=NC=CC=C1OCC1=CC(=CC=C1)OCOC (2-amino-3-(3-methoxymethoxybenzyloxy)pyridine). Solvent: S(O)(O)(=O)=O (sulfuric acid). Reaction conditions: time 4 hour. Yields the product NC1=NC=CC=C1OCC1=CC(=CC=C1)O (2-amino-3-(3-hydroxybenzyloxy)pyridine). The yield is 77.3%. As a reaction SMILES: [NH2:1][C:2]1[C:7]([O:8][CH2:9][C:10]2[CH:15]=[CH:14][CH:13]=[C:12]([O:16]COC)[CH:11]=2)=[CH:6][CH:5]=[CH:4][N:3]=1>S(=O)(=O)(O)O>[NH2:1][C:2]1[C:7]([O:8][CH2:9][C:10]2[CH:15]=[CH:14][CH:13]=[C:12]([OH:16])[CH:11]=2)=[CH:6][CH:5]=[CH:4][N:3]=1. Procedure details: A mixture of 2-amino-3-(3-methoxymethoxybenzyloxy)pyridine (7.6 g) and 10% sulfuric acid (150 ml) was stirred at room temperature for 4 hours and the resulting precipitates were collected by filtration. The obtained sulfate was treated with an aqueous solution of sodium bicarbonate and the precipitates were collected by filtration, washed with water, and air-dried to give 2-amino-3-(3-hydroxybenzyloxy)pyridine (4.88 g). Starting materials: CC(C(=O)O)c1ccc(CC2CCCC2=O)cc1, Cc1ccc2cccc(N)c2n1. The reagents and catalysts are CCOC1C=CC2=CC=CC=C2N1C(=O)OCC (EEDQ), CCN(C(C)C)C(C)C (DIPEA). Solvent: CN(C)C=O (DMF), CN(C)C=O (DMF), CN(C)C=O (DMF), CN(C)C=O (DMF), CN(C)C=O (DMF), CN(C)C=O (DMF). Conditions: temperature 25 celsius, time 2 hour. Product: Cc1ccc2cccc(NC(=O)C(C)c3ccc(CC4CCCC4=O)cc3)c2n1. Isolated yield 2.5%. As a reaction SMILES: Cc1ccc2cccc(N)c2n1.CC(C(=O)O)c1ccc(CC2CCCC2=O)cc1.CCOC1C=CC2=CC=CC=C2N1C(=O)OCC.CCN(C(C)C)C(C)C.CN(C)C=O>>Cc1ccc2cccc(NC(=O)C(C)c3ccc(CC4CCCC4=O)cc3)c2n1.